From a dataset of the Open Reaction Database (ORD), a public repository of structured organic reaction records. describe an organic reaction: reactants, conditions, products, and yield The reactants are ice water, C(C=CC1=CC=CC=C1)(=O)Cl (cinnamoyl chloride), COC=1C=C(N)C=CC1 (3-methoxyaniline), C(=O)([O-])[O-].[K+].[K+] (K2CO3). The solvent is CC(=O)C (acetone), acetone ice. Conditions: time 3 hour. Product: COC=1C=C(C=CC1)NC(C=CC1=CC=CC=C1)=O (N-(3-methoxyphenyl)cinnamamide). Yield: 73.8%. RXN SMILES: [C:1](Cl)(=[O:10])[CH:2]=[CH:3][C:4]1[CH:9]=[CH:8][CH:7]=[CH:6][CH:5]=1.[CH3:12][O:13][C:14]1[CH:15]=[C:16]([CH:18]=[CH:19][CH:20]=1)[NH2:17].C([O-])([O-])=O.[K+].[K+]>CC(C)=O>[CH3:12][O:13][C:14]1[CH:15]=[C:16]([NH:17][C:1](=[O:10])[CH:2]=[CH:3][C:4]2[CH:9]=[CH:8][CH:7]=[CH:6][CH:5]=2)[CH:18]=[CH:19][CH:20]=1 |f:2.3.4|. Procedure: A solution of cinnamoyl chloride (4.25 g, 25.6 mmol) in acetone (25 mL) was added to a solution of 3-methoxyaniline (2.74 mL, 24.4 mmol) and anhydrous K2CO3 (3.7 g, 26.8 mmol) in acetone-ice (28 mL-28 g) and the resulting reaction mixture was stirred at rt for 3 h. The reaction mixture was then poured into ice water, filtered, and washed with water. Recrystallization from EtOH gave N-(3-methoxyphenyl)cinnamamide (intermediate 13) (4.56 g, 74%) as a white solid. Reaction SMILES: [Al+3:33].[C:1]([CH3:2])([CH3:3])([CH3:4])[CH:5]1[CH:6]([O:18][SiH:19]([c:20]2[cH:21][cH:22][cH:23][cH:24][cH:25]2)[c:26]2[cH:27][cH:28][cH:29][cH:30][cH:31]2)[N:7]([c:9]2[o:10][cH:11][c:12]([C:14](=[O:15])[O:16][CH3:17])[n:13]2)[CH2:8]1.[CH3:54][CH2:55][O:56][C:57](=[O:58])[CH3:59].[H-:32].[H-:35].[H-:36].[H-:37].[Li+:34].[Mg+2:53].[O:60]1[CH2:61][CH2:62][CH2:63][CH2:64]1.[OH2:38].[OH2:39].[OH2:40].[OH2:41].[OH2:42].[OH2:43].[OH2:44].[OH2:45].[OH2:46].[OH2:47].[S:48]([O-:49])([O-:50])(=[O:51])=[O:52]>>[C:1]([CH3:2])([CH3:3])([CH3:4])[CH:5]1[CH:6]([O:18][SiH:19]([c:20]2[cH:21][cH:22][cH:23][cH:24][cH:25]2)[c:26]2[cH:27][cH:28][cH:29][cH:30][cH:31]2)[N:7]([c:9]2[o:10][cH:11][c:12]([CH2:14][OH:15])[n:13]2)[CH2:8]1. Yields the product CC(C)(C)C1CN(c2nc(CO)co2)C1O[SiH](c1ccccc1)c1ccccc1. Starting materials: [Al+3], COC(=O)c1coc(N2CC(C(C)(C)C)C2O[SiH](c2ccccc2)c2ccccc2)n1, CCOC(C)=O, [H-], [H-], [H-], [H-], [Li+], [Mg+2], C1CCOC1, O, O, O, O, O, O, O, O, O, O, O=S(=O)([O-])[O-]. Reactants: N(=[N+]=[N-])CC1=CC=C(S1)CC(=O)OC (Methyl 5-azidomethyl-2-thienylacetate), Cl (hydrochloric acid). The solvent is O1CCCC1 (tetrahydrofuran). Product: N(=[N+]=[N-])CC1=CC=C(S1)CC(=O)O (5-Azidomethyl-2-thienylacetic Acid). Yield: 62.0%. RXN SMILES: [N:1]([CH2:4][C:5]1[S:9][C:8]([CH2:10][C:11]([O:13]C)=[O:12])=[CH:7][CH:6]=1)=[N+:2]=[N-:3].Cl>O1CCCC1>[N:1]([CH2:4][C:5]1[S:9][C:8]([CH2:10][C:11]([OH:13])=[O:12])=[CH:7][CH:6]=1)=[N+:2]=[N-:3]. Reported procedure: Methyl 5-azidomethyl-2-thienylacetate (21.1 g., 0.10 mole) was dissolved in 300 ml. of tetrahydrofuran and 40 ml. of 3M hydrochloric acid was added. After heating at reflux for 6 hours the reaction mixture was cooled and the product isolated as described in Example 9 to obtain a 62% yield of oil. 1H--NMR (CDCl3), ppm. (δ): 9.0 (s, COOH), 6.85 (s, 2 aromatic-H), 4.4 (s, CH2N3), 3.75 (s, CH2COO); IR spectrum (neat, cm.-1 : 3000 (broad), 2100 (N3), 1710 (CO2H), 1680 and 1475. The yield is 74.3%. Yields the product C(C)OC(=O)C1=C(N=C(S1)N1C=NC2=C1C=C(C=C2)CCCCN2CCOCC2)C2=CC(=CC=C2)Cl (4-(3-chloro-phenyl)-2-[6-(4-morpholin-4-yl-butyl)-benzoimidazol-1-yl]-thiazole-5-carboxylic acid ethyl ester). Procedure: A mixture of 0.107 g (0.2 mmole) of 4-(3-chloro-phenyl)-2-[6-(4-methanesulfonyloxy-butyl)-benzoimidazol-1-yl]-thiazole-5-carboxylic acid ethyl ester (I.41e), 0.138 g (1 mmole) of potassium carbonate, 2 mL of acetonitrile and 0.035 mL (0.4 mmole) of morpholine was refluxed for 6 hours. The solid was removed by filtration and the filtrate concentrated under reduced pressure. The residue was purified by silica gel chromatography, eluting with methanol-dichloromethane (gradient 0:100-5:95) to give 0... The reactants are C(C)OC(=O)C1=C(N=C(S1)N1C=NC2=C1C=C(C=C2)CCCCOS(=O)(=O)C)C2=CC(=CC=C2)Cl (4-(3-chloro-phenyl)-2-[6-(4-methanesulfonyloxy-butyl)-benzoimidazol-1-yl]-thiazole-5-carboxylic acid ethyl ester), C([O-])([O-])=O.[K+].[K+] (potassium carbonate), N1CCOCC1 (morpholine). Run in C(C)#N (acetonitrile). RXN SMILES: [CH2:1]([O:3][C:4]([C:6]1[S:10][C:9]([N:11]2[C:15]3[CH:16]=[C:17]([CH2:20][CH2:21][CH2:22][CH2:23]OS(C)(=O)=O)[CH:18]=[CH:19][C:14]=3[N:13]=[CH:12]2)=[N:8][C:7]=1[C:29]1[CH:34]=[CH:33][CH:32]=[C:31]([Cl:35])[CH:30]=1)=[O:5])[CH3:2].C(=O)([O-])[O-].[K+].[K+].[NH:42]1[CH2:47][CH2:46][O:45][CH2:44][CH2:43]1>C(#N)C>[CH2:1]([O:3][C:4]([C:6]1[S:10][C:9]([N:11]2[C:15]3[CH:16]=[C:17]([CH2:20][CH2:21][CH2:22][CH2:23][N:42]4[CH2:47][CH2:46][O:45][CH2:44][CH2:43]4)[CH:18]=[CH:19][C:14]=3[N:13]=[CH:12]2)=[N:8][C:7]=1[C:29]1[CH:34]=[CH:33][CH:32]=[C:31]([Cl:35])[CH:30]=1)=[O:5])[CH3:2] |f:1.2.3|. Starting materials: C1CCOC1, [Cl-], Cl, Cl, O=C(C=Cc1cccnc1)NCCCCC1CCNCC1, O=P(O)(c1ccccc1)c1ccccc1. Yields the product O=C(C=Cc1cccnc1)NCCCCC1CCN(P(=O)(c2ccccc2)c2ccccc2)CC1. RXN SMILES: [CH2:40]1[O:41][CH2:42][CH2:43][CH2:44]1.[Cl-:1].[ClH:17].[ClH:18].[NH:19]1[CH2:20][CH2:21][CH:22]([CH2:25][CH2:26][CH2:27][CH2:28][NH:29][C:30]([CH:31]=[CH:32][c:33]2[cH:34][n:35][cH:36][cH:37][cH:38]2)=[O:39])[CH2:23][CH2:24]1.[c:2]1([P:8]([OH:9])(=[O:10])[c:11]2[cH:12][cH:13][cH:14][cH:15][cH:16]2)[cH:3][cH:4][cH:5][cH:6][cH:7]1>>[c:2]1([P:8](=[O:10])([c:11]2[cH:12][cH:13][cH:14][cH:15][cH:16]2)[N:19]2[CH2:20][CH2:21][CH:22]([CH2:25][CH2:26][CH2:27][CH2:28][NH:29][C:30]([CH:31]=[CH:32][c:33]3[cH:34][n:35][cH:36][cH:37][cH:38]3)=[O:39])[CH2:23][CH2:24]2)[cH:3][cH:4][cH:5][cH:6][cH:7]1. Starting materials: O=C([O-])O, [Li]CCCC, C1CCOC1, CC(=O)[O-], NOS(=O)(=O)O, [Na+], [Na+], O=S=O, CC(O)Cc1ccsc1. Product: CC(O)Cc1ccsc1S(N)(=O)=O. As a reaction SMILES: [C:29](=[O:30])([OH:31])[O-:32].[CH2:10]([Li:11])[CH2:12][CH2:13][CH3:14].[CH2:34]1[O:35][CH2:36][CH2:37][CH2:38]1.[CH3:19][C:20](=[O:21])[O-:22].[NH2:23][O:24][S:25]([OH:26])(=[O:27])=[O:28].[Na+:18].[Na+:33].[O:15]=[S:16]=[O:17].[OH:1][CH:2]([CH2:3][c:4]1[cH:5][s:6][cH:7][cH:8]1)[CH3:9]>>[OH:1][CH:2]([CH2:3][c:4]1[c:5]([S:16](=[O:15])(=[O:17])[NH2:23])[s:6][cH:7][cH:8]1)[CH3:9].